From a dataset of the Open Reaction Database (ORD), a public repository of structured organic reaction records. describe an organic reaction: reactants, conditions, products, and yield The reactants are [Ag+], COC(=O)C(N)CC#Cc1ccc(NCc2ccccc2F)cc1, O=S(=O)([O-])C(F)(F)F. Product: COC(=O)C1CCC(c2ccc(NCc3ccccc3F)cc2)=N1. Reaction SMILES: [Ag+:33].[NH2:1][CH:2]([C:3](=[O:4])[O:5][CH3:6])[CH2:7][C:8]#[C:9][c:10]1[cH:11][cH:12][c:13]([NH:16][CH2:17][c:18]2[c:19]([F:24])[cH:20][cH:21][cH:22][cH:23]2)[cH:14][cH:15]1.[S:25]([O-:26])([C:27]([F:28])([F:29])[F:30])(=[O:31])=[O:32]>>[N:1]1=[C:9]([c:10]2[cH:11][cH:12][c:13]([NH:16][CH2:17][c:18]3[c:19]([F:24])[cH:20][cH:21][cH:22][cH:23]3)[cH:14][cH:15]2)[CH2:8][CH2:7][CH:2]1[C:3](=[O:4])[O:5][CH3:6]. The reactants are CN(C)C=O, CCOC(=O)CNS(=O)(=O)c1ccc(OC)cc1, ClCc1ccc2ccccc2n1, [H-], [Na+]. The product is CCOC(=O)CN(Cc1ccc2ccccc2n1)S(=O)(=O)c1ccc(OC)cc1. As a reaction SMILES: [CH3:33][N:34]([CH3:35])[CH:36]=[O:37].[CH3:3][O:4][c:5]1[cH:6][cH:7][c:8]([S:11](=[O:12])(=[O:13])[NH:14][CH2:15][C:16](=[O:17])[O:18][CH2:19][CH3:20])[cH:9][cH:10]1.[Cl:21][CH2:22][c:23]1[n:24][c:25]2[cH:26][cH:27][cH:28][cH:29][c:30]2[cH:31][cH:32]1.[H-:1].[Na+:2]>>[CH3:3][O:4][c:5]1[cH:6][cH:7][c:8]([S:11](=[O:12])(=[O:13])[N:14]([CH2:15][C:16](=[O:17])[O:18][CH2:19][CH3:20])[CH2:22][c:23]2[n:24][c:25]3[cH:26][cH:27][cH:28][cH:29][c:30]3[cH:31][cH:32]2)[cH:9][cH:10]1.